This data is from the Open Reaction Database (ORD), a public repository of structured organic reaction records. The task is: describe an organic reaction: reactants, conditions, products, and yield The reactants are C(C)(C)(C)O[C@H](C(=O)OC)C1=C2N3CCC(OCC=CC[C@@H](OC=4C=C(C(=CC4C4=CC=CC(C5=CN2C(C=C1C)=N5)=C4)C)C)C)(CC3)C (methyl(2S)-2-(tert-butoxy)-2-[(22S)-4,17,18,22,28-pentamethyl-21,27-dioxa-1,7,34-triazahexacyclo[26.2.2.16,9.110,14.02,7.015,20]tetratriaconta-2,4,6(34),8,10(33),11,13,15(20),16,18,24-undecaen-3-yl]acetate), C(C)(C)(C)O[C@H](C(=O)OC)C1=C2N3CCC(OCCCC[C@@H](OC=4C=C(C=CC4C4=CC=CC(C5=CN2C(C=C1C)=N5)=C4)F)C)(CC3)C (methyl(2S)-2-(tert-butoxy)-2-[(22S)-18-fluoro-4,22,28-trimethyl-21,27-dioxa-1,7,34-triazahexacyclo[26.2.2.16,9.110,14.02,7.015,20]tetratriaconta-2,4,6(34),8,10(33),11,13,15(20),16,18-decaen-3-yl]acetate). As a reaction SMILES: [C:1]([O:5][C@@H:6]([C:11]1[C:40]([CH3:41])=[CH:39][C:38]2=[N:42][C:35]3=[CH:36][N:37]2[C:12]=1[N:13]1[CH2:48][CH2:47][C:16]([CH3:49])([O:17][CH2:18][CH:19]=[CH:20][CH2:21][C@H:22]([CH3:46])[O:23][C:24]2[CH:25]=[C:26]([CH3:45])[C:27]([CH3:44])=[CH:28][C:29]=2[C:30]2[CH:43]=[C:34]3[CH:33]=[CH:32][CH:31]=2)[CH2:15][CH2:14]1)[C:7]([O:9][CH3:10])=[O:8])([CH3:4])([CH3:3])[CH3:2].C(O[C@@H](C1C(C)=CC2=NC3=CN2C=1N1CCC(C)(OCCCC[C@H](C)OC2C=C(F)C=CC=2C2C=C3C=CC=2)CC1)C(OC)=O)(C)(C)C>>[C:1]([O:5][C@@H:6]([C:11]1[C:40]([CH3:41])=[CH:39][C:38]2=[N:42][C:35]3=[CH:36][N:37]2[C:12]=1[N:13]1[CH2:48][CH2:47][C:16]([CH3:49])([O:17][CH2:18][CH2:19][CH2:20][CH2:21][C@H:22]([CH3:46])[O:23][C:24]2[CH:25]=[C:26]([CH3:45])[C:27]([CH3:44])=[CH:28][C:29]=2[C:30]2[CH:43]=[C:34]3[CH:33]=[CH:32][CH:31]=2)[CH2:15][CH2:14]1)[C:7]([O:9][CH3:10])=[O:8])([CH3:4])([CH3:2])[CH3:3]. Yields the product C(C)(C)(C)O[C@H](C(=O)OC)C1=C2N3CCC(OCCCC[C@@H](OC=4C=C(C(=CC4C4=CC=CC(C5=CN2C(C=C1C)=N5)=C4)C)C)C)(CC3)C (Methyl(2S)-2-(tert-butoxy)-2-[(22S)-4,17,18,22,28-pentamethyl-21,27-dioxa-1,7,34-triazahexacyclo[26.2.2.16,9.110,14.02,7.015,20]tetratriaconta-2,4,6(34),8,10(33),11,13,15(20),16,18-decaen-3-yl]acetate). Procedure: Prepared in 43% yield from methyl(2S)-2-(tert-butoxy)-2-[(22S)-4,17,18,22,28-pentamethyl-21,27-dioxa-1,7,34-triazahexacyclo[26.2.2.16,9.110,14.02,7.015,20]tetratriaconta-2,4,6(34),8,10(33),11,13,15(20),16,18,24-undecaen-3-yl]acetate following the procedure for methyl(2S)-2-(tert-butoxy)-2-[(22S)-18-fluoro-4,22,28-trimethyl-21,27-dioxa-1,7,34-triazahexacyclo[26.2.2.16,9.110,14.02,7.015,20]tetratriaconta-2,4,6(34),8,10(33),11,13,15(20),16,18-decaen-3-yl]acetate. 1H NMR (400 MHz, CDCl3) δ 8.16 (d, ... Yield: 43.0%. The reactants are C(C)(C)(C)C=1C=C(C=C(C1O)C(C)(C)C)CC(=O)O (3,5-di-t-butyl-4-hydroxyphenyl-acetic acid), C(C)O (ethanol), Cl (HCl). Run at time 18 hour. Product: C(C)(C)(C)C=1C=C(C=C(C1O)C(C)(C)C)CC(=O)OCC (Ethyl (3,5-di-t-butyl-4-hydroxyphenyl)-acetate). Yield: 90.0%. RXN SMILES: [C:1]([C:5]1[CH:6]=[C:7]([CH2:16][C:17]([OH:19])=[O:18])[CH:8]=[C:9]([C:12]([CH3:15])([CH3:14])[CH3:13])[C:10]=1[OH:11])([CH3:4])([CH3:3])[CH3:2].Cl.[CH2:21](O)[CH3:22]>>[C:1]([C:5]1[CH:6]=[C:7]([CH2:16][C:17]([O:19][CH2:21][CH3:22])=[O:18])[CH:8]=[C:9]([C:12]([CH3:13])([CH3:15])[CH3:14])[C:10]=1[OH:11])([CH3:4])([CH3:2])[CH3:3]. Reported procedure: In ethanol (60 mL) was dissolved 3,5-di-t-butyl-4-hydroxyphenyl-acetic acid (8.0 g, 30.3 mmol). The solution was saturated with HCl gas and stirred at room temperature for 18 hours. The mixture was evaporated in vacuo and the residue was dissolved in ethyl acetate (100 mL). The organic phase was washed with water (100 mL) and then brine (100 mL). The organic phase was dried over magnesium sulfate and evaporated in vacuo to give 7.95 g (90%) of the product as an oil. Starting materials: OCC1=NC=C(C(C1)=O)OC (2-hydroxymethyl-5-methoxy-4-pyridone), [H-].[Na+] (sodium hydride), IC(C)C (2-iodopropane), [H-].[Na+] (sodium hydride), IC(C)C (2-iodopropane). Run in CN(C=O)C (N,N-dimethylformamide). Conditions: time 7.5 minute. The product is OCC1=NC=C(C(=C1)OC(C)C)OC (2-Hydroxymethyl-4-isopropoxy-5-methoxypyridine). Isolated yield 32229.2%. RXN SMILES: [OH:1][CH2:2][C:3]1[CH2:8][C:7](=[O:9])[C:6]([O:10][CH3:11])=[CH:5][N:4]=1.[H-].[Na+].I[CH:15]([CH3:17])[CH3:16]>CN(C)C=O>[OH:1][CH2:2][C:3]1[CH:8]=[C:7]([O:9][CH:15]([CH3:17])[CH3:16])[C:6]([O:10][CH3:11])=[CH:5][N:4]=1 |f:1.2|. Procedure details: To a stirred suspension of 2-hydroxymethyl-5-methoxy-4-pyridone (1.00 g, 6.45 mmol) in N,N-dimethylformamide (10 mL) was added sodium hydride (60% dispersion in mineral oil; 0.26 g, 6.5 mmol). The fizzy mixture was stirred for 5-10 minutes before adding, dropwise, 2-iodopropane (0.65 mL, 6.5 mmol). The reaction was stirred at room temperature overnight and then at reflux for 4 hours. At this time, additional sodium hydride (0.07 g, 1.8 mmol) and 2-iodopropane (0.16 mL, 1.6 mmol) were added and t... The reactants are COc1c(Br)cccc1[N+](=O)[O-], C1COCCO1, O=Cc1ccc(B(O)O)cc1, [Na+], [Na+], O=C([O-])[O-], O, c1ccc(P(c2ccccc2)(c2ccccc2)[Pd](P(c2ccccc2)(c2ccccc2)c2ccccc2)(P(c2ccccc2)(c2ccccc2)c2ccccc2)P(c2ccccc2)(c2ccccc2)c2ccccc2)cc1. Product: COc1c(-c2ccc(C=O)cc2)cccc1[N+](=O)[O-]. As a reaction SMILES: [Br:18][c:19]1[c:20]([O:28][CH3:29])[c:21]([N+:25](=[O:26])[O-:27])[cH:22][cH:23][cH:24]1.[CH2:1]1[O:2][CH2:3][CH2:4][O:5][CH2:6]1.[CH:7](=[O:8])[c:9]1[cH:10][cH:11][c:12]([B:15]([OH:16])[OH:17])[cH:13][cH:14]1.[Na+:30].[Na+:31].[O-:32][C:33](=[O:34])[O-:35].[OH2:113].[cH:36]1[cH:37][cH:38][c:39]([P:40]([Pd:41]([P:42]([c:43]2[cH:44][cH:45][cH:46][cH:47][cH:48]2)([c:49]2[cH:50][cH:51][cH:52][cH:53][cH:54]2)[c:55]2[cH:56][cH:57][cH:58][cH:59][cH:60]2)([P:61]([c:62]2[cH:63][cH:64][cH:65][cH:66][cH:67]2)([c:68]2[cH:69][cH:70][cH:71][cH:72][cH:73]2)[c:74]2[cH:75][cH:76][cH:77][cH:78][cH:79]2)[P:80]([c:81]2[cH:82][cH:83][cH:84][cH:85][cH:86]2)([c:87]2[cH:88][cH:89][cH:90][cH:91][cH:92]2)[c:93]2[cH:94][cH:95][cH:96][cH:97][cH:98]2)([c:99]2[cH:100][cH:101][cH:102][cH:103][cH:104]2)[c:105]2[cH:106][cH:107][cH:108][cH:109][cH:110]2)[cH:111][cH:112]1>>[CH:7](=[O:8])[c:9]1[cH:10][cH:11][c:12](-[c:19]2[c:20]([O:28][CH3:29])[c:21]([N+:25](=[O:26])[O-:27])[cH:22][cH:23][cH:24]2)[cH:13][cH:14]1. Starting materials: C(C)(C)(C)OC(=O)N1[C@@H](CC(C1)=CCl)C(=O)O ((2S,4EZ)-1-(tertbutoxycarbonyl)-4-(chloromethylene)-2-pyrrolidinecarboxylic acid), C(C1=CC=CC=C1)(=O)N=C=O (benzoyl isocyanate), C1(CC1)N (cyclopropylamine). The product is C(C1=CC=CC=C1)(=O)NC(=O)N1[C@@H](CC(C1)=CCl)C(=O)NC1CC1 ((2S,4EZ)-N1-benzoyl-4-(chloromethylene)-N2-cyclopropyl-1,2-pyrrolidinedicarboxamide). RXN SMILES: C(O[C:6]([N:8]1[CH2:12][C:11](=[CH:13][Cl:14])[CH2:10][C@H:9]1[C:15]([OH:17])=O)=[O:7])(C)(C)C.[C:18]([N:26]=C=O)(=[O:25])[C:19]1[CH:24]=[CH:23][CH:22]=[CH:21][CH:20]=1.[CH:29]1([NH2:32])[CH2:31][CH2:30]1>>[C:18]([NH:26][C:6]([N:8]1[CH2:12][C:11](=[CH:13][Cl:14])[CH2:10][C@H:9]1[C:15]([NH:32][CH:29]1[CH2:31][CH2:30]1)=[O:17])=[O:7])(=[O:25])[C:19]1[CH:20]=[CH:21][CH:22]=[CH:23][CH:24]=1. Procedure: Following the general method as outlined in Example 22, starting from (2S,4EZ)-1-(tertbutoxycarbonyl)-4-(chloromethylene)-2-pyrrolidinecarboxylic acid, benzoyl isocyanate, and cyclopropylamine the title compound was obtained in 76% purity by LC/MS. MS(ESI+): m/z=348.6.